Dataset: the Open Reaction Database (ORD), a public repository of structured organic reaction records. Task: describe an organic reaction: reactants, conditions, products, and yield The reactants are [I-].C[N+]1=C(C=CC=C1)Cl (1-methyl-2-chloropyridinium iodide), CC=1C(=NC=CC1)C=1C=C(N)C=CC1 (3-(3-methylpyridin-2-yl)aniline), C(C)(C)(C)OC(=O)NC(=S)NC(=O)OC(C)(C)C (N,N′-bis(tert-butoxycarbonyl)thiourea), C(C)(C)N(CC)C(C)C (diisopropylethyl-amine). Product: C(C)(C)(C)OC(=O)NC(=NC1=CC(=CC=C1)C1=NC=CC=C1C)NC(=O)OC(C)(C)C (N,N′-bis(tert-butoxycarbonyl)-N″-(3-(3-methylpyridin-2-yl)phenyl)guanidine). As a reaction SMILES: [CH3:1][C:2]1[C:3]([C:8]2[CH:9]=[C:10]([CH:12]=[CH:13][CH:14]=2)[NH2:11])=[N:4][CH:5]=[CH:6][CH:7]=1.[C:15]([O:19][C:20]([NH:22][C:23]([NH:25][C:26]([O:28][C:29]([CH3:32])([CH3:31])[CH3:30])=[O:27])=S)=[O:21])([CH3:18])([CH3:17])[CH3:16].C(N(C(C)C)CC)(C)C.[I-].C[N+]1C=CC=CC=1Cl>ClCCl>[C:29]([O:28][C:26]([NH:25][C:23]([NH:22][C:20]([O:19][C:15]([CH3:18])([CH3:17])[CH3:16])=[O:21])=[N:11][C:10]1[CH:12]=[CH:13][CH:14]=[C:8]([C:3]2[C:2]([CH3:1])=[CH:7][CH:6]=[CH:5][N:4]=2)[CH:9]=1)=[O:27])([CH3:32])([CH3:31])[CH3:30] |f:3.4|. Procedure: To a suspension of 3-(3-methylpyridin-2-yl)aniline (184 mg), N,N′-bis(tert-butoxycarbonyl)thiourea (331 mg) and diisopropylethyl-amine (0.4 ml) in dichloromethane (10 ml) was added 1-methyl-2-chloropyridinium iodide (332 mg), and the mixture was stirred for 3 hours. The mixture was diluted with dichloromethane, washed with water and brine, dried over magnesium sulfate and evaporated under reduced pressure. The residue was purified by column chromatography (silica gel 30 g, n-hexane:ethyl acetate... Run in ClCCl (dichloromethane), ClCCl (dichloromethane). The yield is 76.8%. Reaction conditions: time 3 hour.